The task is: describe an organic reaction: reactants, conditions, products, and yield. This data is from the Open Reaction Database (ORD), a public repository of structured organic reaction records. Product: C1(CC1)C1=CC(=C(C=C1)NC1=C(N(C2=C1C=NC=C2)C)C(=O)O)F (3-(4-Cyclopropyl-2-fluoro-phenylamino)-1-methyl-1H-pyrrolo[3,2-c]pyridine-2-carboxylic acid). Reaction SMILES: C([O:3][C:4]([C:6]1[N:14]([CH3:15])[C:13]2[CH:12]=[CH:11][N:10]=[CH:9][C:8]=2[C:7]=1[NH:16][C:17]1[CH:22]=[CH:21][C:20]([CH:23]2[CH2:25][CH2:24]2)=[CH:19][C:18]=1[F:26])=[O:5])C.[OH-].[Na+]>C(O)(=O)C>[CH:23]1([C:20]2[CH:21]=[CH:22][C:17]([NH:16][C:7]3[C:8]4[CH:9]=[N:10][CH:11]=[CH:12][C:13]=4[N:14]([CH3:15])[C:6]=3[C:4]([OH:5])=[O:3])=[C:18]([F:26])[CH:19]=2)[CH2:25][CH2:24]1 |f:1.2|. Procedure: A solution of 3-(4-cyclopropyl-2-fluoro-phenylamino)-1-methyl-1H-pyrrolo[3,2-c]pyridine-2-carboxylic acid ethyl ester (197 mg, 0.50 mmol) and 1M NaOH (1.02 ml, 1.02 mmol) in IMS (3 ml) was heated at 60° C. for 2 hours. The reaction mixture was cooled to ambient temperature then acidified to pH 4 using acetic acid. The brown solid was filtered off, the residue dried to provide the title compound (161 mg, 97%). LCMS (method B): RT=2.18 min, M+H+=326. The reactants are C(C)OC(=O)C1=C(C=2C=NC=CC2N1C)NC1=C(C=C(C=C1)C1CC1)F (3-(4-cyclopropyl-2-fluoro-phenylamino)-1-methyl-1H-pyrrolo[3,2-c]pyridine-2-carboxylic acid ethyl ester), [OH-].[Na+] (NaOH). Isolated yield 99.0%. Run in IMS, C(C)(=O)O (acetic acid). Solvent: C(Cl)Cl (methylene chloride), C(Cl)Cl (methylene chloride), C(C)OCC (diethyl ether). Reaction SMILES: [C:1]([NH:8][C:9]([CH3:13])([CH3:12])[CH2:10][OH:11])([O:3][C:4]([CH3:7])([CH3:6])[CH3:5])=[O:2].CC(OI1(OC(C)=O)(OC(C)=O)OC(=O)C2C=CC=CC1=2)=O.[OH-].[Na+]>C(Cl)Cl.C(OCC)C>[C:1]([NH:8][C:9]([CH3:13])([CH3:12])[CH:10]=[O:11])([O:3][C:4]([CH3:5])([CH3:6])[CH3:7])=[O:2] |f:2.3|. Procedure: The resulting N-BOC-2-amino-2-methyl-1-propanol (3.69 g, 19.5 mmol) was dissolved in methylene chloride (74 ml) and added to a stirred suspension of Dess-Martin periodinane (10.75 g, 25.35 mmol; Aldrich Chemical Company, Milwaukee, Wis.) in methylene chloride (89 ml). After stirring for 20 minutes under nitrogen, the reaction mixture was diluted with diethyl ether (370 ml), poured into sodium hydroxide (148 ml, 1.3M) and stirred for ten minutes. The aqueous sodium hydroxide layer was separated a... Run at time 20 minute. The reactants are [OH-].[Na+] (sodium hydroxide), CC(=O)OI1(C=2C=CC=CC2C(=O)O1)(OC(=O)C)OC(=O)C (Dess-Martin periodinane), C(=O)(OC(C)(C)C)NC(CO)(C)C (N-BOC-2-amino-2-methyl-1-propanol). The product is C(=O)(OC(C)(C)C)NC(C=O)(C)C (N-BOC-2-amino-2-methyl-1-propanal). Yield: 87.9%. Reactants: NC1=CC2=C(CCN(CC2)CC(=O)N(C)C)C=C1OC (2-(7-amino-8-methoxy-1,2,4,5-tetrahydro-benzo[d]azepin-3-yl)-N,N-dimethyl-acetamide), ClC1=NC=C(C(=N1)NC1=C(C=CC=C1)S(=O)(=O)N(C)CCOC)Cl (2-(2,5-dichloro-pyrimidin-4-ylamino)-N-(2-methoxy-ethyl)-N-methyl-benzenesulfonamide), 1141a-c. Run in CN(C(C)=O)C (N,N-dimethyl-acetamide). Product: ClC=1C(=NC(=NC1)NC1=CC2=C(CCN(CC2)CC(=O)N(C)C)C=C1OC)NC1=C(C=CC=C1)S(N(C)CCOC)(=O)=O (2-[7-(5-Chloro-4-{2-[(2-methoxy-ethyl)-methyl-sulfamoyl]-phenylamino}-pyrimidin-2-ylamino)-8-methoxy-1,2,4,5-tetrahydro-benzo[d]azepin-3-yl]-N,N-dimethyl-acetamide). Reaction SMILES: [NH2:1][C:2]1[C:18]([O:19][CH3:20])=[CH:17][C:5]2[CH2:6][CH2:7][N:8]([CH2:11][C:12]([N:14]([CH3:16])[CH3:15])=[O:13])[CH2:9][CH2:10][C:4]=2[CH:3]=1.Cl[C:22]1[N:27]=[C:26]([NH:28][C:29]2[CH:34]=[CH:33][CH:32]=[CH:31][C:30]=2[S:35]([N:38]([CH2:40][CH2:41][O:42][CH3:43])[CH3:39])(=[O:37])=[O:36])[C:25]([Cl:44])=[CH:24][N:23]=1>CN(C)C(=O)C>[Cl:44][C:25]1[C:26]([NH:28][C:29]2[CH:34]=[CH:33][CH:32]=[CH:31][C:30]=2[S:35](=[O:36])(=[O:37])[N:38]([CH2:40][CH2:41][O:42][CH3:43])[CH3:39])=[N:27][C:22]([NH:1][C:2]2[C:18]([O:19][CH3:20])=[CH:17][C:5]3[CH2:6][CH2:7][N:8]([CH2:11][C:12]([N:14]([CH3:16])[CH3:15])=[O:13])[CH2:9][CH2:10][C:4]=3[CH:3]=2)=[N:23][CH:24]=1. Procedure: Following a procedure similar to Example 258c, 2-(7-amino-8-methoxy-1,2,4,5-tetrahydro-benzo[d]azepin-3-yl)-N,N-dimethyl-acetamide and 2-(2,5-dichloro-pyrimidin-4-ylamino)-N-(2-methoxy-ethyl)-N-methyl-benzenesulfonamide, which was prepared in a manner similar to 1141a-c, were converted to 2-[7-(5-chloro-4-{2-[2-methoxy-ethyl)-methyl-sulfamoyl]-phenylamino}-pyrimidin-2-ylamino)-8-methoxy-1,2,4,5-tetrahydro-benzo[d]azepin-3-yl]-N,N-dimethyl-acetamide (40 mg, 22%) as an off-white solid. MP: 67-76° ... Reactants: [N+](=O)([O-])C1=CC=C(C(=O)N)C=C1 (4-nitrobenzamide), ClC=1C=C(C(CBr)=O)C=CC1 (3-chlorophenacyl bromide). Run in C1(=CC=CC=C1)C (toluene), CN1CCCC1=O (NMP). Run at temperature 135 celsius, time 2.5 hour. The product is ClC=1C=C(C=CC1)C=1N=C(OC1)C1=CC=C(C=C1)[N+](=O)[O-] (4-(3-chlorophenyl)-2-(4-nitrophenyl)oxazole). Yield: 43.4%. As a reaction SMILES: [N+:1]([C:4]1[CH:12]=[CH:11][C:7]([C:8]([NH2:10])=[O:9])=[CH:6][CH:5]=1)([O-:3])=[O:2].[Cl:13][C:14]1[CH:15]=[C:16]([CH:21]=[CH:22][CH:23]=1)[C:17](=O)[CH2:18]Br>CN1C(=O)CCC1.C1(C)C=CC=CC=1>[Cl:13][C:14]1[CH:15]=[C:16]([C:17]2[N:10]=[C:8]([C:7]3[CH:6]=[CH:5][C:4]([N+:1]([O-:3])=[O:2])=[CH:12][CH:11]=3)[O:9][CH:18]=2)[CH:21]=[CH:22][CH:23]=1. Procedure details: under an N2 atmosphere, 4-nitrobenzamide (5.3 g, 32 mmol) and 3-chlorophenacyl bromide (4.9 g, 21 mmol) were combined in NMP (3.0 mL) and heated to 135° C. After 2.5 hours at 135° C., the reaction was diluted with 20 mL of toluene and allowed to cool to room temperature. The solid was removed by filtration and the filtrate was concentrated in vacuo. The resulting solid from concentration of the filtrate was triturated with ethyl acetate. The solid was collected by filtration and afforded 4-(3-ch... Starting materials: C(=O)(OC)C1=C(N=C(C2=CC(=C(C=C12)OC)OC)C)O (4-carbomethoxy-3-hydroxy-6,7-dimethoxy-1-methylisoquinoline), ICC (iodoethane). Reagents/catalysts: C([O-])([O-])=O.[Ag+2] (silver carbonate). Solvent: CN(C=O)C (dimethylformamide). Reaction conditions: time 2 day. Yields the product C(=O)(OC)C1=C(N=C(C2=CC(=C(C=C12)OC)OC)C)OCC (4-Carbomethoxy-3-ethoxy-6,7-dimethoxy-1-methylisoquinoline). RXN SMILES: [C:1]([C:5]1[C:14]2[C:9](=[CH:10][C:11]([O:17][CH3:18])=[C:12]([O:15][CH3:16])[CH:13]=2)[C:8]([CH3:19])=[N:7][C:6]=1[OH:20])([O:3][CH3:4])=[O:2].I[CH2:22][CH3:23]>CN(C)C=O.C(=O)([O-])[O-].[Ag+2]>[C:1]([C:5]1[C:14]2[C:9](=[CH:10][C:11]([O:17][CH3:18])=[C:12]([O:15][CH3:16])[CH:13]=2)[C:8]([CH3:19])=[N:7][C:6]=1[O:20][CH2:22][CH3:23])([O:3][CH3:4])=[O:2] |f:3.4|. Reported procedure: A slurry of 4-carbomethoxy-3-hydroxy-6,7-dimethoxy-1-methylisoquinoline (0.500 g, 1.81 mmol) and silver carbonate (0.498 g, 1.81 mmol) in dimethylformamide (15 mL) was stirred for 20 minutes and then iodoethane (0.326 g, 2.09 mmol) was added and the slurry was stirred at room temperature for two days. The silver iodide precipitate was filtered off and the filtrate was diluted with water (75 mL) and extracted with ether (3×40 mL). The ether was successively washed with water and saturated sodium ... Starting materials: [NH4+].[Cl-] (NH4Cl), NC1=C(C(=C(C(=N1)C(C)C)C(=O)OC)C1=CC=C(C=C1)F)C=O (methyl 6-amino-4-(4-fluorophenyl)-5-formyl-2-(1-methylethyl)-3-pyridinecarboxylate), [Br-].C(C1=CC=CC=C1)OCCC[P+](C1=CC=CC=C1)(C1=CC=CC=C1)C1=CC=CC=C1 ((3-benzyloxypropyl)triphenyl-phosphonium bromide), C[Si](C)(C)[N-][Si](C)(C)C.[Na+] (sodium bis(trimethylsilyl)amide). Run in C(C)(=O)OCC (ethyl acetate), O1CCCC1 (tetrahydrofuran), O1CCCC1 (tetrahydrofuran). Reaction conditions: temperature -78 celsius, time 30 minute. Product: NC1=NC(=C(C(=O)OC)C(=C1\C=C\CCOCC1=CC=CC=C1)C1=CC=C(C=C1)F)C(C)C (methyl (E)-6-amino-5-(4-(phenylmethoxy)but-1-enyl)-4-(4-fluorophenyl)-2-(1-methylethyl)nicotinate). Isolated yield 81.7%. RXN SMILES: [Br-].[CH2:2]([O:9][CH2:10][CH2:11][CH2:12][P+](C1C=CC=CC=1)(C1C=CC=CC=1)C1C=CC=CC=1)[C:3]1[CH:8]=[CH:7][CH:6]=[CH:5][CH:4]=1.C[Si]([N-][Si](C)(C)C)(C)C.[Na+].[NH2:42][C:43]1[N:48]=[C:47]([CH:49]([CH3:51])[CH3:50])[C:46]([C:52]([O:54][CH3:55])=[O:53])=[C:45]([C:56]2[CH:61]=[CH:60][C:59]([F:62])=[CH:58][CH:57]=2)[C:44]=1[CH:63]=O.[NH4+].[Cl-]>O1CCCC1.C(OCC)(=O)C>[NH2:42][C:43]1[C:44](/[CH:63]=[CH:12]/[CH2:11][CH2:10][O:9][CH2:2][C:3]2[CH:4]=[CH:5][CH:6]=[CH:7][CH:8]=2)=[C:45]([C:56]2[CH:57]=[CH:58][C:59]([F:62])=[CH:60][CH:61]=2)[C:46]([C:52]([O:54][CH3:55])=[O:53])=[C:47]([CH:49]([CH3:51])[CH3:50])[N:48]=1 |f:0.1,2.3,5.6|. Reported procedure: To a suspension of (3-benzyloxypropyl)triphenyl-phosphonium bromide (8.55 g, 17.4 mmol) in tetrahydrofuran (15 mL) was added dropwise sodium bis(trimethylsilyl)amide (34.8 mL, 1.0 M in tetrahydrofuran) under nitrogen at −78° C. The reaction was stirred at −78° C. for 30 min, allowed to warm to room temperature and stirred for another 30 min. The mixture was then cooled to −78° C. and a solution of methyl 6-amino-4-(4-fluorophenyl)-5-formyl-2-(1-methylethyl)-3-pyridinecarboxylate (5.0 g, 15.8 mmo... Reactants: ClC1=C(C(=O)OC)C(=CC(=N1)C1=C2C(=CN(C2=CC=C1)S(=O)(=O)C1=CC=C(C)C=C1)C)C (methyl 2-chloro-4-methyl-6-(3-methyl-1-tosyl-1H-indol-4-yl)nicotinate), trans-Pd(PPh3)2Cl2, C(CCC)[Sn](C=C)(CCCC)CCCC (tri-n-butyl(vinyl)tin). Solvent: CN(C)C=O (DMF). Conditions: temperature 60 celsius, time 24 hour. Product: CC1=CC(=NC(=C1C(=O)OC)C=C)C1=C2C(=CN(C2=CC=C1)S(=O)(=O)C1=CC=C(C)C=C1)C (Methyl 4-methyl-6-(3-methyl-1-tosyl-1H-indol-4-yl)-2-vinylnicotinate). Reaction SMILES: Cl[C:2]1[N:11]=[C:10]([C:12]2[CH:20]=[CH:19][CH:18]=[C:17]3[C:13]=2[C:14]([CH3:31])=[CH:15][N:16]3[S:21]([C:24]2[CH:30]=[CH:29][C:27]([CH3:28])=[CH:26][CH:25]=2)(=[O:23])=[O:22])[CH:9]=[C:8]([CH3:32])[C:3]=1[C:4]([O:6][CH3:7])=[O:5].[CH2:33]([Sn](CCCC)(CCCC)C=C)[CH2:34]CC>CN(C=O)C>[CH3:32][C:8]1[C:3]([C:4]([O:6][CH3:7])=[O:5])=[C:2]([CH:33]=[CH2:34])[N:11]=[C:10]([C:12]2[CH:20]=[CH:19][CH:18]=[C:17]3[C:13]=2[C:14]([CH3:31])=[CH:15][N:16]3[S:21]([C:24]2[CH:25]=[CH:26][C:27]([CH3:28])=[CH:29][CH:30]=2)(=[O:22])=[O:23])[CH:9]=1. Procedure details: A solution of methyl 2-chloro-4-methyl-6-(3-methyl-1-tosyl-1H-indol-4-yl)nicotinate (0.348 g, 0.742 mmol) in DMF (5 mL) was sparged with argon for 10 min before trans-Pd(PPh3)2Cl2 (0.052 g, 0.074 mmol), tri-n-butyl(vinyl)tin (0.353 g, 1.11 mmol), and BHT (0.016 g, 0.074 mmol) were added. The resulting suspension was sparged with argon for 5 min and the vessel was sealed and heated at 60° C. After 24 h the reaction was allowed to cool to rt and 50% KF on Celite® was added. The resulting slurry wa... Reactants: C(CCC)C/1=CN(S\C1=N/C(=O)[C@]1(C([C@H](CC1)C(=O)O)(C)C)C)C(C)(C)C ((1S,3R)-3-({[(5Z)-4-butyl-2-tert-butylisothiazol-5(2H)-ylidene]amino}carbonyl)-2,2,3-trimethylcyclopentanecarboxylic acid), Cl.OC1CNC1 (3-hydroxyazetidine hydrochloride). Yields the product C(CCC)C/1=CN(S\C1=N/C(=O)[C@]1(C([C@H](CC1)C(=O)N1CC(C1)O)(C)C)C)C(C)(C)C ((1R,3S)—N-[(5Z)-4-butyl-2-tert-butylisothiazol-5(2H)-ylidene]-3-[(3-hydroxyazetidin-1-yl)carbonyl]-1,2,2-trimethylcyclopentanecarboxamide). As a reaction SMILES: [CH2:1]([C:5]1=[CH:6][N:7]([C:24]([CH3:27])([CH3:26])[CH3:25])[S:8]/[C:9]/1=[N:10]\[C:11]([C@:13]1([CH3:23])[CH2:17][CH2:16][C@H:15]([C:18]([OH:20])=O)[C:14]1([CH3:22])[CH3:21])=[O:12])[CH2:2][CH2:3][CH3:4].Cl.[OH:29][CH:30]1[CH2:33][NH:32][CH2:31]1>>[CH2:1]([C:5]1=[CH:6][N:7]([C:24]([CH3:27])([CH3:26])[CH3:25])[S:8]/[C:9]/1=[N:10]\[C:11]([C@:13]1([CH3:23])[CH2:17][CH2:16][C@H:15]([C:18]([N:32]2[CH2:33][CH:30]([OH:29])[CH2:31]2)=[O:20])[C:14]1([CH3:22])[CH3:21])=[O:12])[CH2:2][CH2:3][CH3:4] |f:1.2|. Procedure details: The product from Example 173 and 3-hydroxyazetidine hydrochloride (Oakwood) were processed using the method described in Example 178 to afford the title compound. 1H NMR δ 0.49-0.50 (m, 3H), 0.90 (t, J=7.2 Hz, 3H), 1.22 (s, 6H), 1.24-1.46 (m, 3H), 1.56 (s, 9H), 1.56-1.67 (m, 3H), 1.90-2.03 (m, 1H), 2.62-2.67 (m, 2H), 2.71-2.86 (m, 2H), 3.50-3.61 (m, 1H), 4.23-4.45 (m, 1H), 4.41 (br s, 1H), 3.83-4.09 (m, 2H), 3.50-3.61 (m, 1H), 8.50 (s, 1H). MS (ESI+) m/z 450 (M+H)+. Starting materials: C(=CCCCCCCCC(CC)C(=O)O)C(=O)O (1,10-dodecene dicarboxylic acid), C1CCC2=NCCCN2CC1 (DBU), cuprous bromide. Product: CCCCCCCCCC (n-decane). The yield is 45.0%. Reaction SMILES: [CH:1]([C:16](O)=O)=[CH:2][CH2:3][CH2:4][CH2:5][CH2:6][CH2:7][CH2:8][CH2:9]C(C(O)=O)CC.C1CCN2C(=NCCC2)CC1>>[CH3:16][CH2:1][CH2:2][CH2:3][CH2:4][CH2:5][CH2:6][CH2:7][CH2:8][CH3:9]. Procedure: By heating 5 mmol of 1,10-dodecene dicarboxylic acid with 20 mmol of DBU and 10 mmol of cuprous bromide to 340°-360° C. for 30 min. in an argon atmosphere, n-decane was obtained in a yield of 45% of theory. Solvent: ClCCl (dichloromethane), ClCCl (dichloromethane). Reactants: C(C)(C)N(CC)C(C)C (diisopropylethylamine), meta-methyl chloro, BrC=1C=C(C=CC1)C=1C(N(C(=NC1C1=CC=NC=C1)Cl)C)=O (5-(3-Bromo-phenyl)-2-chloro-3-methyl-6-pyridin-4-yl-3H-pyrimidin-4-one), C(C)(C)NC[C@@H]1NCCC1 ((R)-isopropyl-pyrrolidin-2-ylmethyl-amine), ClC1=NC(=C(C(N1C)=O)C=1C=C(C=CC1)C)C1=CC=NC=C1 (2-Chloro-3-methyl-6-pyridin-4-yl-5-m-tolyl-3H-pyrimidin-4-one). Reaction conditions: time 10 minute. The product is C(C)(C)NCC1N(CCC1)C1=NC(=C(C(N1C)=O)C=1C=C(C=CC1)C)C1=CC=NC=C1 (2-[2-(Isopropylamino-methyl)-pyrrolidin-1-yl]-3-methyl-6-pyridin-4-yl-5-m-tolyl-3H-pyrimidin-4-one). Reported procedure: To a 100 mL RBF, was added (R)-isopropyl-pyrrolidin-2-ylmethyl-amine (0.13 g, 0.6 mmol), and 50 mL dichloromethane at 0° C. under nitrogen. 0.28 mL diisopropylethylamine (1.6 mmol) was added drop wise, and stirred for 10 min. 2-Chloro-3-methyl-6-pyridin-4-yl-5-m-tolyl-3H-pyrimidin-4-one (0.16 g, 0.5 mmol) was added in one portion, and stirred at 0° C. to rt for 12 h. (This meta-methyl chloro-intermediate was synthesized by a similar procedure as that of 5-(3-Bromo-phenyl)-2-chloro-3-methyl-6-pyr... Reaction SMILES: [CH:1]([NH:4][CH2:5][C@H:6]1[CH2:10][CH2:9][CH2:8][NH:7]1)([CH3:3])[CH3:2].C(N(C(C)C)CC)(C)C.Cl[C:21]1[N:26]([CH3:27])[C:25](=[O:28])[C:24]([C:29]2[CH:30]=[C:31]([CH3:35])[CH:32]=[CH:33][CH:34]=2)=[C:23]([C:36]2[CH:41]=[CH:40][N:39]=[CH:38][CH:37]=2)[N:22]=1.BrC1C=C(C2C(=O)N(C)C(Cl)=NC=2C2C=CN=CC=2)C=CC=1>ClCCl>[CH:1]([NH:4][CH2:5][CH:6]1[CH2:10][CH2:9][CH2:8][N:7]1[C:21]1[N:26]([CH3:27])[C:25](=[O:28])[C:24]([C:29]2[CH:30]=[C:31]([CH3:35])[CH:32]=[CH:33][CH:34]=2)=[C:23]([C:36]2[CH:37]=[CH:38][N:39]=[CH:40][CH:41]=2)[N:22]=1)([CH3:3])[CH3:2].